From a dataset of the Open Reaction Database (ORD), a public repository of structured organic reaction records. describe an organic reaction: reactants, conditions, products, and yield Starting materials: C(C)N1C=C(C(C2=CC(=C(C(=C12)F)F)F)=O)C(=O)OCC (ethyl 1-ethyl-6,7,8-trifluoro-4-oxo-1,4-dihydroquinoline-3-carboxylate), [OH-].[K+] (KOH), COC1=CC=C(CO)C=C1 (4-methoxybenzyl alcohol). Reaction conditions: temperature 75 celsius. Product: C(C)N1C=C(C(C2=CC(=C(C(=C12)OCC1=CC=C(C=C1)OC)OCC1=CC=C(C=C1)OC)F)=O)C(=O)O (1-ethyl-6-fluoro-7,8-bis((4-methoxybenzyl)oxy)-4-oxo-1,4-dihydroquinoline-3-carboxylic acid). Yield: 52.1%. Reaction SMILES: [CH2:1]([N:3]1[C:12]2[C:7](=[CH:8][C:9]([F:15])=[C:10](F)[C:11]=2F)[C:6](=[O:16])[C:5]([C:17]([O:19]CC)=[O:18])=[CH:4]1)[CH3:2].[OH-:22].[K+].[CH3:24][O:25][C:26]1[CH:33]=[CH:32][C:29]([CH2:30][OH:31])=[CH:28][CH:27]=1>>[CH2:1]([N:3]1[C:12]2[C:7](=[CH:8][C:9]([F:15])=[C:10]([O:22][CH2:30][C:29]3[CH:32]=[CH:33][C:26]([O:25][CH3:24])=[CH:27][CH:28]=3)[C:11]=2[O:31][CH2:30][C:29]2[CH:32]=[CH:33][C:26]([O:25][CH3:24])=[CH:27][CH:28]=2)[C:6](=[O:16])[C:5]([C:17]([OH:19])=[O:18])=[CH:4]1)[CH3:2] |f:1.2|. Procedure: A mixture of ethyl 1-ethyl-6,7,8-trifluoro-4-oxo-1,4-dihydroquinoline-3-carboxylate (50 g, 167 mmol), KOH (94 g, 1671 mmol) and 4-methoxybenzyl alcohol (208 ml, 1671 mmol) was heated at 75° C. for 4 hours. LCMS showed completion of reaction. The solution was adjusted to pH 2 and was extracted with ethyl acetate. The organic layer was washed with water, dried with Na2SO4, filtered, and concentrated in vacuo. The residue was triturated with ethyl acetate, whereupon the crude product precipitated o... Reactants: [OH-].[K+] (potassium hydroxide), ClC1=C(C2=C(NC(OC2C)=O)C(=C1)OC)C (6-chloro-8-methoxy-4,5-dimethyl-1,4-dihydro-benzo[d][1,3]oxazin-2-one). Solvent: CO (methanol). The product is NC1=C(C(=C(C=C1OC)Cl)C)C(C)O (1-(2-Amino-5-chloro-3-methoxy-6-methyl-phenyl)-ethanol). The yield is 87.9%. Reaction SMILES: [OH-].[K+].[Cl:3][C:4]1[CH:15]=[C:14]([O:16][CH3:17])[C:7]2[NH:8]C(=O)[O:10][CH:11]([CH3:12])[C:6]=2[C:5]=1[CH3:18]>CO>[NH2:8][C:7]1[C:14]([O:16][CH3:17])=[CH:15][C:4]([Cl:3])=[C:5]([CH3:18])[C:6]=1[CH:11]([OH:10])[CH3:12] |f:0.1|. Procedure details: 1N aqueous potassium hydroxide solution (13.5 ml, 13.5 mmol) was added to 6-chloro-8-methoxy-4,5-dimethyl-1,4-dihydro-benzo[d][1,3]oxazin-2-one (0.66 g, 2.7 mmol) dissolved in methanol (13.5 ml). The reaction was heated 6 hours to reflux. A solid precipitated. After cooling the reaction was diluted with water, and the title compound was filtered off, washed with water and dried to yield an off-white solid (512 mg, 88%). Starting materials: FC=1C=C(N)C=CC1OC1=C2C(=NC=C1)C=C(S2)I (3-fluoro-4-(2-iodothieno[3,2-b]pyridin-7-yloxy)aniline), C([O-])([O-])=O.[Cs+].[Cs+] (cesium carbonate), N1(CCOCC1)C(=O)C1=CC=C(C=C1)B(O)O (4-(morpholine-4-carbonyl)phenylboronic acid), COCCOC (DME). Reagents/catalysts: C=1C=CC(=CC1)[P](C=2C=CC=CC2)(C=3C=CC=CC3)[Pd]([P](C=4C=CC=CC4)(C=5C=CC=CC5)C=6C=CC=CC6)([P](C=7C=CC=CC7)(C=8C=CC=CC8)C=9C=CC=CC9)[P](C=1C=CC=CC1)(C=1C=CC=CC1)C=1C=CC=CC1 (Pd(PPh3)4). Solvent: O (water). Reaction conditions: temperature 85 celsius. Product: NC1=CC(=C(OC2=C3C(=NC=C2)C=C(S3)C3=CC=C(C=C3)C(=O)N3CCOCC3)C=C1)F ((4-(7-(4-amino-2-fluorophenoxy)thieno[3,2-b]pyridin-2-yl)phenyl)(morpholino)methanone). Isolated yield 13.3%. Reaction SMILES: [F:1][C:2]1[CH:3]=[C:4]([CH:6]=[CH:7][C:8]=1[O:9][C:10]1[CH:15]=[CH:14][N:13]=[C:12]2[CH:16]=[C:17](I)[S:18][C:11]=12)[NH2:5].C(=O)([O-])[O-].[Cs+].[Cs+].[N:26]1([C:32]([C:34]2[CH:39]=[CH:38][C:37](B(O)O)=[CH:36][CH:35]=2)=[O:33])[CH2:31][CH2:30][O:29][CH2:28][CH2:27]1.COCCOC>O.C1C=CC([P]([Pd]([P](C2C=CC=CC=2)(C2C=CC=CC=2)C2C=CC=CC=2)([P](C2C=CC=CC=2)(C2C=CC=CC=2)C2C=CC=CC=2)[P](C2C=CC=CC=2)(C2C=CC=CC=2)C2C=CC=CC=2)(C2C=CC=CC=2)C2C=CC=CC=2)=CC=1>[NH2:5][C:4]1[CH:6]=[CH:7][C:8]([O:9][C:10]2[CH:15]=[CH:14][N:13]=[C:12]3[CH:16]=[C:17]([C:37]4[CH:36]=[CH:35][C:34]([C:32]([N:26]5[CH2:31][CH2:30][O:29][CH2:28][CH2:27]5)=[O:33])=[CH:39][CH:38]=4)[S:18][C:11]=23)=[C:2]([F:1])[CH:3]=1 |f:1.2.3,^1:53,55,74,93|. Reported procedure: A sealable tube was charged with 3-fluoro-4-(2-iodothieno[3,2-b]pyridin-7-yloxy)aniline (Example 6, Step A, 0.200 g, 0.518 mmol), cesium carbonate (0.253 g, 0.777 mmol), 4-(morpholine-4-carbonyl)phenylboronic acid (0.183 g, 0.777 mmol) and DME (2 mL). The mixture was degassed under nitrogen for 10 minutes and Pd(PPh3)4 (0.0299 g, 0.0259 mmol) was added as a solid. The mixture was heated to 85° C. for 18 hours. The crude was diluted with water (300 mL), extracted with EtOAc/MeOH (4:1, 2×300 mL), ... Reactants: CCOC(=O)c1coc(N2CC(C(C)(C)C)C2O[SiH](c2ccccc2)c2ccccc2)n1, C[Al](C)C, CN, CC(=O)O, c1ccccc1. Product: CC(C)(C)C1CN(c2nc(C#N)co2)C1O[SiH](c1ccccc1)c1ccccc1. As a reaction SMILES: [C:1]([CH3:2])([CH3:3])([CH3:4])[CH:5]1[CH:6]([O:19][SiH:20]([c:21]2[cH:22][cH:23][cH:24][cH:25][cH:26]2)[c:27]2[cH:28][cH:29][cH:30][cH:31][cH:32]2)[N:7]([c:9]2[o:10][cH:11][c:12]([C:14]([O:15][CH2:16][CH3:17])=[O:18])[n:13]2)[CH2:8]1.[CH3:33][Al:34]([CH3:35])[CH3:36].[CH3:37][NH2:38].[CH3:39][C:40](=[O:41])[OH:42].[cH:43]1[cH:44][cH:45][cH:46][cH:47][cH:48]1>>[C:1]([CH3:2])([CH3:3])([CH3:4])[CH:5]1[CH:6]([O:19][SiH:20]([c:21]2[cH:22][cH:23][cH:24][cH:25][cH:26]2)[c:27]2[cH:28][cH:29][cH:30][cH:31][cH:32]2)[N:7]([c:9]2[o:10][cH:11][c:12]([C:14]#[N:38])[n:13]2)[CH2:8]1. Starting materials: ice water, COC=1C=C(C=CC1)CC(CCC(=O)O)[N+](=O)[O-] (5-(3-methoxyphenyl)-4-nitrovaleric acid), S(=O)(Cl)Cl (thionyl chloride), [Cl-].[Al+3].[Cl-].[Cl-] (aluminum chloride). Solvent: ClCCCl (1,2-dichloroethane). Reaction conditions: time 0.5 hour. Yields the product COC=1C=CC2=C(CC(CCC2=O)[N+](=O)[O-])C1 (2-methoxy-8-nitro-6,7,8,9-tetrahydro-5H-benzocyclohepten-5-one). Yield: 83.1%. Reaction SMILES: [CH3:1][O:2][C:3]1[CH:4]=[C:5]([CH2:9][CH:10]([N+:16]([O-:18])=[O:17])[CH2:11][CH2:12][C:13]([OH:15])=O)[CH:6]=[CH:7][CH:8]=1.S(Cl)(Cl)=O.[Cl-].[Al+3].[Cl-].[Cl-]>ClCCCl>[CH3:1][O:2][C:3]1[CH:8]=[CH:7][C:6]2[C:13](=[O:15])[CH2:12][CH2:11][CH:10]([N+:16]([O-:18])=[O:17])[CH2:9][C:5]=2[CH:4]=1 |f:2.3.4.5|. Reported procedure: A mixture of 5-(3-methoxyphenyl)-4-nitrovaleric acid (1.00 g) and thionyl chloride (0.34 ml) in 1,2-dichloroethane (2 ml) was refluxed for 1 hour. After cooling, aluminum chloride (0.53 g) was added to the solution at -12° C. and the whole was stirred for 0.5 hour. The solution was poured into ice water (15 ml). The organic layer was separated and the aqueous layer was extracted with dichloromethane. The combined organic layer was washed with an aqueous saturated sodium hydrogen carbonate soluti... Starting materials: BrCC1=CC=C(C=C1)C(F)(F)F (1-(bromomethyl)-4-(trifluoromethyl)benzene), C([O-])([O-])=O.[Cs+].[Cs+] (cesium carbonate), ON=C(C)C1=CN=C(O1)N(CC(=O)OCC)CC(=O)OCC (diethyl 2,2′-((5-(1-(hydroxyimino)ethyl)oxazol-2-yl)azanediyl)diacetate). The solvent is CN(C)C=O (DMF). Conditions: time 18 hour. Product: FC(C1=CC=C(CON=C(C)C2=CN=C(O2)N(CC(=O)OCC)CC(=O)OCC)C=C1)(F)F (Diethyl 2,2′-((5-(1-(((4-(trifluoromethyl)benzyl)oxy)imino)ethyl)oxazol-2-yl)azanediyl)diacetate). Yield: 74.5%. RXN SMILES: Br[CH2:2][C:3]1[CH:8]=[CH:7][C:6]([C:9]([F:12])([F:11])[F:10])=[CH:5][CH:4]=1.C(=O)([O-])[O-].[Cs+].[Cs+].[OH:19][N:20]=[C:21]([C:23]1[O:27][C:26]([N:28]([CH2:35][C:36]([O:38][CH2:39][CH3:40])=[O:37])[CH2:29][C:30]([O:32][CH2:33][CH3:34])=[O:31])=[N:25][CH:24]=1)[CH3:22]>CN(C=O)C>[F:10][C:9]([F:12])([F:11])[C:6]1[CH:7]=[CH:8][C:3]([CH2:2][O:19][N:20]=[C:21]([C:23]2[O:27][C:26]([N:28]([CH2:35][C:36]([O:38][CH2:39][CH3:40])=[O:37])[CH2:29][C:30]([O:32][CH2:33][CH3:34])=[O:31])=[N:25][CH:24]=2)[CH3:22])=[CH:4][CH:5]=1 |f:1.2.3|. Procedure details: To a solution of 1-(bromomethyl)-4-(trifluoromethyl)benzene (200 mg, 0.84 mmoles) in DMF (2 mL), cesium carbonate (408 mg, 1.26 mmoles) was added followed by addition of diethyl 2,2′-((5-(1-(hydroxyimino)ethyl)oxazol-2-yl)azanediyl)diacetate (262 mg, 0.84 mmoles) at 25° C. under nitrogen atmosphere and the reaction mixture was stirred at the same temperature for 18 h. The reaction mixture was poured into ice cold water and extracted with ethyl acetate. The combined ethyl acetate extract was wash...